Task: describe an organic reaction: reactants, conditions, products, and yield. Dataset: the Open Reaction Database (ORD), a public repository of structured organic reaction records Reactants: CC([C@@H](C(=O)N1[C@@H]2CN([C@H](C1)C2)C(=O)C2=NC=C(C=C2)B2OC(C(O2)(C)C)(C)C)NC(=O)C=2NC1=CC=CC=C1C2)(C)C (N-{(1S)-2,2-dimethyl-1-[((1S,4S)-5-{[5-(4,4,5,5-tetramethyl-1,3,2-dioxaborolan-2-yl)-2-pyridinyl]carbonyl}-2,5-diazabicyclo[2.2.1]hept-2-yl)carbonyl]propyl}-1H-indole-2-carboxamide), BrC1=NC=CC=C1F (2-bromo-3-fluoropyridine), C([O-])([O-])=O.[Na+].[Na+] (sodium carbonate). Reagents/catalysts: C1=CC=C(C=C1)P([C-]2C=CC=C2)C3=CC=CC=C3.C1=CC=C(C=C1)P([C-]2C=CC=C2)C3=CC=CC=C3.Cl[Pd]Cl.[Fe+2] (Pd(dppf)Cl2). The solvent is O1CCOCC1 (1,4-dioxane), O (water). Yields the product FC=1C(=NC=CC1)C=1C=NC(=CC1)C(=O)N1[C@@H]2CN([C@H](C1)C2)C(=O)[C@H](C(C)(C)C)NC(=O)C=2NC1=CC=CC=C1C2 (N-[(1S)-1-({(1S,4S)-5-[(3-fluoro-2,3′-bipyridin-6′-yl)carbonyl]-2,5-diazabicyclo[2.2.1]hept-2-yl}carbonyl)-2,2-dimethylpropyl]-1H-indole-2-carboxamide). Yield: 14.6%. RXN SMILES: [CH3:1][C:2]([CH3:43])([CH3:42])[C@H:3]([NH:30][C:31]([C:33]1[NH:34][C:35]2[C:40]([CH:41]=1)=[CH:39][CH:38]=[CH:37][CH:36]=2)=[O:32])[C:4]([N:6]1[CH2:11][C@@H:10]2[CH2:12][C@H:7]1[CH2:8][N:9]2[C:13]([C:15]1[CH:20]=[CH:19][C:18](B2OC(C)(C)C(C)(C)O2)=[CH:17][N:16]=1)=[O:14])=[O:5].Br[C:45]1[C:50]([F:51])=[CH:49][CH:48]=[CH:47][N:46]=1.C(=O)([O-])[O-].[Na+].[Na+]>O1CCOCC1.O.C1C=CC(P(C2C=CC=CC=2)[C-]2C=CC=C2)=CC=1.C1C=CC(P(C2C=CC=CC=2)[C-]2C=CC=C2)=CC=1.Cl[Pd]Cl.[Fe+2]>[F:51][C:50]1[C:45]([C:18]2[CH:17]=[N:16][C:15]([C:13]([N:9]3[CH2:8][C@@H:7]4[CH2:12][C@H:10]3[CH2:11][N:6]4[C:4]([C@@H:3]([NH:30][C:31]([C:33]3[NH:34][C:35]4[C:40]([CH:41]=3)=[CH:39][CH:38]=[CH:37][CH:36]=4)=[O:32])[C:2]([CH3:1])([CH3:42])[CH3:43])=[O:5])=[O:14])=[CH:20][CH:19]=2)=[N:46][CH:47]=[CH:48][CH:49]=1 |f:2.3.4,7.8.9.10|. Procedure: A mixture of N-{(1S)-2,2-dimethyl-1-[((1S,4S)-5-{[5-(4,4,5,5-tetramethyl-1,3,2-dioxaborolan-2-yl)-2-pyridinyl]carbonyl}-2,5-diazabicyclo[2.2.1]hept-2-yl)carbonyl]propyl}-1H-indole-2-carboxamide (150 mg, 0.26 mmol), 2-bromo-3-fluoropyridine (69 mg, 0.38 mmol), Pd(dppf)Cl2 (15 mg, 0.018 mmol), sodium carbonate (55 mg, 0.52 mmol) in dry 1,4-dioxane (2 mL) and water (1 mL) was refluxed for 16 h under a nitrogen atmosphere. The solution was concentrated and the resulting residue was purified by rever... Reactants: C1(=CC=CC=C1)CN1CCC(CC1)C1=CC=C(C=C1)N (4-[1-(phenylmethyl)-4-piperidinyl]-benzenamine), CC(C)NC(C)C (N-(1-methylethyl)-2-propanamine), C=1(C(=CC=CC1)C(=O)O)C1=CC=CC=C1 (2-Biphenylcarboxylic acid), S(=O)(Cl)Cl (Thionyl chloride). Solvent: C(Cl)Cl (DCM), C(Cl)Cl (DCM), CN(C)C=O (DMF). Yields the product C=1(C(=CC=CC1)C(=O)N)C1=CC=CC=C1 ([1,1′-biphenyl]-2-carboxamide). Yield: 253.5%. Reaction SMILES: [C:1]1([C:10]2[CH:15]=[CH:14][CH:13]=[CH:12][CH:11]=2)[C:2]([C:7](O)=[O:8])=[CH:3][CH:4]=[CH:5][CH:6]=1.S(Cl)(Cl)=O.C1(C[N:27]2CCC(C3C=CC(N)=CC=3)CC2)C=CC=CC=1.CC(NC(C)C)C>C(Cl)Cl.CN(C=O)C>[C:1]1([C:10]2[CH:15]=[CH:14][CH:13]=[CH:12][CH:11]=2)[C:2]([C:7]([NH2:27])=[O:8])=[CH:3][CH:4]=[CH:5][CH:6]=1. Procedure details: 2-Biphenylcarboxylic acid (0.25 mol) was dissolved in DCM (500 ml) and DMF (0.5 ml). Thionyl chloride (0.51 mol) was added dropwise. The mixture was stirred and refluxed for 1 hour under nitrogen flow. The solvent was evaporated. DCM (500 ml) was added twice. The solvent was evaporated twice. The residue was dissolved in DCM (200 ml) and then added dropwise at 0° C. to a mixture of 4-[1-(phenylmethyl)-4-piperidinyl]-benzenamine (0.25 mol) and N-(1-methylethyl)-2-propanamine (0.75 mol) in DCM (80... Reported procedure: A solution of 4-bromo-2-(4,4-dimethyl-cyclohex-1-enyl)-phenylamine (as prepared in Example 1, step (a), 3.0 g, 10 mmol) in N,N-dimethylformamide dimethyl acetal (20 mL) was heated at reflux under Ar for 48 h. The solvent was removed under reduced pressure and the residue was purified on silica gel (5-20% EtOAc/hexane) to obtain the title compound (2.6 g, 73%). 1H-NMR (CDCl3; 400 MHz): δ 7.36 (s, 1H), 7.23-7.21 (m, 2H), 6.65 (d, 1H, J=8.0 Hz), 5.64 (m, 1H), 2.97 (s, 6H), 2.37 (m, 2H), 1.95 (m, 2H... Product: BrC1=CC(=C(C=C1)N=CN(C)C)C1=CCC(CC1)(C)C (N′-[4-Bromo-2-(4,4dimethyl-cyclohex-1-enyl)-phenyl]-N,N-dimethyl-formamidine). The reactants are BrC1=CC(=C(C=C1)N)C1=CCC(CC1)(C)C (4-Bromo-2-(4,4-dimethyl-cyclohex-1-enyl)-phenylamine), COC(N(C)C)OC (N,N-dimethylformamide dimethyl acetal). Reaction SMILES: [Br:1][C:2]1[CH:7]=[CH:6][C:5]([NH2:8])=[C:4]([C:9]2[CH2:14][CH2:13][C:12]([CH3:16])([CH3:15])[CH2:11][CH:10]=2)[CH:3]=1.CO[CH:19](OC)[N:20]([CH3:22])[CH3:21]>>[Br:1][C:2]1[CH:7]=[CH:6][C:5]([N:8]=[CH:19][N:20]([CH3:22])[CH3:21])=[C:4]([C:9]2[CH2:14][CH2:13][C:12]([CH3:16])([CH3:15])[CH2:11][CH:10]=2)[CH:3]=1. The yield is 73.0%.